From a dataset of the Open Reaction Database (ORD), a public repository of structured organic reaction records. describe an organic reaction: reactants, conditions, products, and yield The reactants are NC1=C2C3(C(N(C2=CC=C1)C)=O)COC1=CC2=C(OCCO2)C=C13 (4′-amino-1′-methyl-2,3-dihydrospiro[furo[2,3-g][1,4]benzodioxine-8,3′-indol]-2′(1′H)-one), C1(CCC1)C(=O)Cl (cyclobutanecarbonyl chloride). Run in ClCCl (dichloromethane), N1=CC=CC=C1 (pyridine), ClCCl (dichloromethane). Run at time 18 hour. Yields the product CN1C(C2(C3=C(C=CC=C13)NC(=O)C1CCC1)COC1=CC3=C(OCCO3)C=C12)=O (N-(1′-methyl-2′-oxo-1′,2,2′,3-tetrahydrospiro[furo[2,3-g][1,4]benzodioxine-8,3′-indol]-4′-yl)cyclobutanecarboxamide). The yield is 83.1%. RXN SMILES: [NH2:1][C:2]1[CH:10]=[CH:9][CH:8]=[C:7]2[C:3]=1[C:4]1([C:24]3[C:15](=[CH:16][C:17]4[O:22][CH2:21][CH2:20][O:19][C:18]=4[CH:23]=3)[O:14][CH2:13]1)[C:5](=[O:12])[N:6]2[CH3:11].[CH:25]1([C:29](Cl)=[O:30])[CH2:28][CH2:27][CH2:26]1>ClCCl.N1C=CC=CC=1>[CH3:11][N:6]1[C:7]2[C:3](=[C:2]([NH:1][C:29]([CH:25]3[CH2:28][CH2:27][CH2:26]3)=[O:30])[CH:10]=[CH:9][CH:8]=2)[C:4]2([C:24]3[C:15](=[CH:16][C:17]4[O:22][CH2:21][CH2:20][O:19][C:18]=4[CH:23]=3)[O:14][CH2:13]2)[C:5]1=[O:12]. Procedure details: To a solution of 4′-amino-1′-methyl-2,3-dihydrospiro[furo[2,3-g][1,4]benzodioxine-8,3′-indol]-2′(1′H)-one (700 mg, 1.72 mmol) in dichloromethane (50 mL) and pyridine (5 mL) was added cyclobutanecarbonyl chloride (0.17 mL, 1.48 mmol) at 0° C. The reaction mixture was stirred at ambient temperature for 18 h, diluted with dichloromethane (150 mL), washed sequentially with water, 10% w/v hydrochloric acid, water and brine, dried over anhydrous sodium sulfate and filtered. The filtrate was concentrat... The reactants are C(C)(C)(C)OC(N(CC)CC=C)=O (allyl-ethyl-carbamic acid tert-butyl ester), Cl (HCl). Run in O1CCOCC1 (dioxane). The product is Cl.C(C=C)NCC (Allyl ethyl amine hydrochloride), C(C=C)NCC (allyl ethyl amine). Reaction SMILES: C(OC(=O)[N:7]([CH2:10][CH:11]=[CH2:12])[CH2:8][CH3:9])(C)(C)C.[ClH:14]>O1CCOCC1>[ClH:14].[CH2:10]([NH:7][CH2:8][CH3:9])[CH:11]=[CH2:12].[CH2:10]([NH:7][CH2:8][CH3:9])[CH:11]=[CH2:12] |f:3.4|. Reported procedure: At 10° C. 28.9 g allyl-ethyl-carbamic acid tert-butyl ester (156 mmol) are dissolved in 200 ml 4N HCl in dioxane and slowly warmed to room temperature. When the development of gas has ceased the mixture is warmed at 30° C. for 1 h. The mixture is concentrated under reduced pressure and crystallized from EtOH/TBME to yield the hydrochloric acid salt of allyl ethyl amine as white plates. Starting materials: C(C)(C)(C)OC(=O)N1C[C@H](C[C@H](C1)C(=O)N1CCOCC1)N(CC(C)C)C(C(=O)O)=O ({[(3S,5R)-1-(tert-Butoxycarbonyl)-5-(morpholin-4-ylcarbonyl)piperidin-3-yl](2-methylpropyl)amino}(oxo)acetic acid), C=1C=CC2=C(C1)N=NN2O (HOBt), CCN=C=NCCCN(C)C.Cl (WSC.HCl), FC1=CC(=C(N)C=C1)NCCCCOC (4-fluoro-2-(4-methoxybutylamino)aniline), C(C)(C)N(CC)C(C)C (diisopropylethylamine). Run in CN(C)C=O (DMF). Reaction conditions: temperature 60 celsius, time 2 hour. Yields the product FC1=CC(=C(C=C1)NC(C(=O)N([C@@H]1CN(C[C@@H](C1)C(=O)N1CCOCC1)C(=O)OC(C)(C)C)CC(C)C)=O)NCCCCOC (tert-butyl (3S,5R)-3-{[({4-fluoro-2-[(4-methoxybutyl)amino]phenyl}amino)(oxo)acetyl](2-methylpropyl)amino}-5-(morpholin-4-ylcarbonyl)piperidine-1-carboxylate). Yield: 2.9%. Reaction SMILES: [C:1]([O:5][C:6]([N:8]1[CH2:13][C@H:12]([C:14]([N:16]2[CH2:21][CH2:20][O:19][CH2:18][CH2:17]2)=[O:15])[CH2:11][C@H:10]([N:22]([C:27](=[O:31])[C:28](O)=[O:29])[CH2:23][CH:24]([CH3:26])[CH3:25])[CH2:9]1)=[O:7])([CH3:4])([CH3:3])[CH3:2].C1C=CC2N(O)N=NC=2C=1.CCN=C=NCCCN(C)C.Cl.[F:54][C:55]1[CH:61]=[CH:60][C:58]([NH2:59])=[C:57]([NH:62][CH2:63][CH2:64][CH2:65][CH2:66][O:67][CH3:68])[CH:56]=1.C(N(C(C)C)CC)(C)C>CN(C=O)C>[F:54][C:55]1[CH:61]=[CH:60][C:58]([NH:59][C:28](=[O:29])[C:27]([N:22]([CH2:23][CH:24]([CH3:26])[CH3:25])[C@H:10]2[CH2:11][C@@H:12]([C:14]([N:16]3[CH2:21][CH2:20][O:19][CH2:18][CH2:17]3)=[O:15])[CH2:13][N:8]([C:6]([O:5][C:1]([CH3:3])([CH3:2])[CH3:4])=[O:7])[CH2:9]2)=[O:31])=[C:57]([NH:62][CH2:63][CH2:64][CH2:65][CH2:66][O:67][CH3:68])[CH:56]=1 |f:2.3|. Procedure: {[(3S,5R)-1-(tert-Butoxycarbonyl)-5-(morpholin-4-ylcarbonyl)piperidin-3-yl](2-methylpropyl)amino}(oxo)acetic acid (221 mg), HOBt (95 mg) and WSC.HCl (144 mg) were dissolved in DMF (5 ml), 4-fluoro-2-(4-methoxybutylamino)aniline (106 mg) and diisopropylethylamine (97 μl) were added, and the mixture was stirred at room temperature for 15 hr and at 60° C. for 2 hr. The reaction mixture was cooled to room temperature, and concentrated under reduced pressure. The residue was diluted with aqueous sodi... The reactants are C(C(=O)Cl)(=O)Cl (oxalyl chloride), solution, C(C)(C)(C)OC(=O)NCC1=CC=C(C(=O)O)C=C1 (4-{[(tert-Butoxycarbonyl)amino]methyl}benzoic acid). Reagents/catalysts: CN(C=O)C (N,N-dimethylformamide). The solvent is ClCCl (dichloromethane), ClCCl (dichloromethane). Run at time 4.5 hour. Yields the product C(C)(C)(C)OC(NCC1=CC=C(C=C1)C(=O)Cl)=O ((4-chlorocarbonyl-benzyl)carbamic acid tert-butyl ester). As a reaction SMILES: [C:1]([O:5][C:6]([NH:8][CH2:9][C:10]1[CH:18]=[CH:17][C:13]([C:14](O)=[O:15])=[CH:12][CH:11]=1)=[O:7])([CH3:4])([CH3:3])[CH3:2].C(Cl)(=O)C([Cl:22])=O>ClCCl.CN(C)C=O>[C:1]([O:5][C:6](=[O:7])[NH:8][CH2:9][C:10]1[CH:18]=[CH:17][C:13]([C:14]([Cl:22])=[O:15])=[CH:12][CH:11]=1)([CH3:4])([CH3:3])[CH3:2]. Procedure details: To a suspension of 4-{[(tert-butoxycarbonyl)amino]methyl}benzoic acid of Step A (3.55 g, 0.0141 mmol) in dry dichloromethane (40 mL) at room temperature under nitrogen was added dry N,N-dimethylformamide (2 drops, cat.) followed by a 2.0 M solution of oxalyl chloride in dichloromethane (14.1 mL, 0.0283 mol) and the reaction mixture stirred at room temperature for 4.5 hours. The reaction mixture was then concentrated in vacuo to afford (4-chlorocarbonyl-benzyl)carbamic acid tert-butyl ester as a ... Starting materials: C(=O)([O-])[O-].[Na+].[Na+] (Na2CO3), O(S(=O)(=O)C(F)(F)F)[Si](C)(C)C (Trimethylsilyl triflate), CN1C(=NC(=C1)NC(=O)C=1N(C=CN1)C)C(=O)O (1-methyl-4-[(1-methyl-1H-imidazole-2-carbonyl)-amino]-1H-imidazole-2-carboxylic acid), COC(=O)C=1N(C=C(C1)NC(=O)C=1N(C=C(N1)N)C)C (4-[(4-amino-1-methyl-1H-imidazole-2-carbonyl)-amino]-1-methyl-1H-pyrrole-2-carboxylic acid methyl ester). The solvent is C(Cl)(Cl)Cl (CHCl3), C(Cl)(Cl)Cl (CHCl3), O (H2O), C(Cl)(Cl)Cl (CHCl3), O (H2O), C(C)#N (acetonitrile), C(Cl)(Cl)Cl (CHCl3). Reaction conditions: time 10 minute. The product is COC(=O)C=1N(C=C(C1)NC(=O)C=1N(C=C(N1)NC(=O)C=1N(C=C(N1)NC(=O)C=1N(C=CN1)C)C)C)C (1-methyl-4-{[1-methyl-4-({1-methyl-4-[(1-methyl-1H-imidazole-2-carbonyl)-amino]-1H-imidazole-2-carbonyl}-amino)-1H-imidazole-2-carbonyl]-amino}-1H-pyrrole-2-carboxylic acid methyl ester). The yield is 76.1%. As a reaction SMILES: O([Si](C)(C)C)S(C(F)(F)F)(=O)=O.[CH3:13][N:14]1[CH:18]=[C:17]([NH:19][C:20]([C:22]2[N:23]([CH3:27])[CH:24]=[CH:25][N:26]=2)=[O:21])[N:16]=[C:15]1[C:28](O)=[O:29].[CH3:31][O:32][C:33]([C:35]1[N:36]([CH3:50])[CH:37]=[C:38]([NH:40][C:41]([C:43]2[N:44]([CH3:49])[CH:45]=[C:46]([NH2:48])[N:47]=2)=[O:42])[CH:39]=1)=[O:34].C([O-])([O-])=O.[Na+].[Na+]>C(#N)C.C(Cl)(Cl)Cl.O>[CH3:31][O:32][C:33]([C:35]1[N:36]([CH3:50])[CH:37]=[C:38]([NH:40][C:41]([C:43]2[N:44]([CH3:49])[CH:45]=[C:46]([NH:48][C:28]([C:15]3[N:14]([CH3:13])[CH:18]=[C:17]([NH:19][C:20]([C:22]4[N:23]([CH3:27])[CH:24]=[CH:25][N:26]=4)=[O:21])[N:16]=3)=[O:29])[N:47]=2)=[O:42])[CH:39]=1)=[O:34] |f:3.4.5|. Procedure: Trimethylsilyl triflate (150 μL, 0.81 mmol) was added in a single portion to a mixture of 1-methyl-4-[(1-methyl-1H-imidazole-2-carbonyl)-amino]-1H-imidazole-2-carboxylic acid (200 mg, 0.80 mmol) in anhydrous acetonitrile (8.00 mL). The solution which formed within a few moments was transferred to solid N-(1-chloro-2-methylprop-1-enyl)-N-methyl aminomethylpolystyrene (1.55 mequiv/g, 1.04 g, 1.61 mequiv). After stirring at ambient temperature for 10 minutes, an equal volume of anhydrous CHCl3 (sta... Yields the product Nc1ccc2[nH]nc(N3CCOCC3)c2c1. As a reaction SMILES: [CH3:19][OH:20].[H:21][H:22].[O:1]1[CH2:2][CH2:3][N:4]([c:7]2[n:8][nH:9][c:10]3[cH:11][cH:12][c:13]([N+:16]([O-:17])=[O:18])[cH:14][c:15]23)[CH2:5][CH2:6]1>>[O:1]1[CH2:2][CH2:3][N:4]([c:7]2[n:8][nH:9][c:10]3[cH:11][cH:12][c:13]([NH2:16])[cH:14][c:15]23)[CH2:5][CH2:6]1. The reactants are CO, [H][H], O=[N+]([O-])c1ccc2[nH]nc(N3CCOCC3)c2c1. The reactants are CS(=O)(=O)O (Methanesulphonic acid), COC1=CC=C(CCN2[C@@H](CCC2)CN2C3=C(SCC4=C2C=CC=C4)C=CC=C3)C=C1 ((S)-5,11-Dihydro-5-[1-(4-methoxyphenethyl)-2-pyrrolidinylmethyl]dibenzo[b,e][1,4]thiazepine). The solvent is ClCCl (dichloromethane). Conditions: time 16 hour. The product is CS(=O)(=O)O.COC1=CC=C(CCN2[C@@H](CCC2)CN2C3=C(SCC4=C2C=CC=C4)C=CC=C3)C=C1 ((S)-5,11-Dihydro-5-[1-(4-methoxyphenethyl)-2-pyrrolidinylmethyl]dibenzo[b,e][1,4]thiazepine methanesulphonate). Isolated yield 70.2%. RXN SMILES: [CH3:1][S:2]([OH:5])(=[O:4])=[O:3].[CH3:6][O:7][C:8]1[CH:36]=[CH:35][C:11]([CH2:12][CH2:13][N:14]2[CH2:18][CH2:17][CH2:16][C@H:15]2[CH2:19][N:20]2[C:26]3[CH:27]=[CH:28][CH:29]=[CH:30][C:25]=3[CH2:24][S:23][C:22]3[CH:31]=[CH:32][CH:33]=[CH:34][C:21]2=3)=[CH:10][CH:9]=1>ClCCl>[CH3:1][S:2]([OH:5])(=[O:4])=[O:3].[CH3:6][O:7][C:8]1[CH:9]=[CH:10][C:11]([CH2:12][CH2:13][N:14]2[CH2:18][CH2:17][CH2:16][C@H:15]2[CH2:19][N:20]2[C:26]3[CH:27]=[CH:28][CH:29]=[CH:30][C:25]=3[CH2:24][S:23][C:22]3[CH:31]=[CH:32][CH:33]=[CH:34][C:21]2=3)=[CH:35][CH:36]=1 |f:3.4|. Procedure details: Methanesulphonic acid (39 mg) was added to a solution of (S)-5,11-dihydro-5-[1-(4-methoxyphenethyl)-2-pyrrolidinylmethyl]dibenzo[b,e][1,4]thiazepine (see Examples 1 and 6) (175 mg) in dichloromethane (5 ml) and the mixture was stirred at room temperature for 16 hours and evaporated under reduced pressure. The residue was crystallised from ethyl acetate/diisopropyl ether to give the title compound as colourless crystals, (150 mg, 31%), m.p. 118°-122° C., [α]58925 -36.9° (c=0.59 in ethanol). Reactants: ClC1=NC=C(C=C1Cl)C(F)(F)F (2,3-dichloro-5-(trifluoromethyl)pyridine), OC(CN1N=CC2=CC(=CC=C12)CNS(=O)(=O)C1=CC=C(C(=O)OC)C=C1)(C)C (methyl 4-(N-((1-(2-hydroxy-2-methylpropyl)-1H-indazol-5-yl)methyl)sulfamoyl)benzoate). Product: ClC=1C(=NC=C(C1)C(F)(F)F)N(S(=O)(=O)C1=CC=C(C(=O)OC)C=C1)CC=1C=C2C=NN(C2=CC1)CC(C)(C)O (Methyl 4-(N-(3-chloro-5-(trifluoromethyl)pyridin-2-yl)-N-((1-(2-hydroxy-2-methylpropyl)-1H-indazol-5-yl)methyl)sulfamoyl)benzoate). As a reaction SMILES: Cl[C:2]1[C:7]([Cl:8])=[CH:6][C:5]([C:9]([F:12])([F:11])[F:10])=[CH:4][N:3]=1.[OH:13][C:14]([CH3:41])([CH3:40])[CH2:15][N:16]1[C:24]2[C:19](=[CH:20][C:21]([CH2:25][NH:26][S:27]([C:30]3[CH:39]=[CH:38][C:33]([C:34]([O:36][CH3:37])=[O:35])=[CH:32][CH:31]=3)(=[O:29])=[O:28])=[CH:22][CH:23]=2)[CH:18]=[N:17]1>>[Cl:8][C:7]1[C:2]([N:26]([CH2:25][C:21]2[CH:20]=[C:19]3[C:24](=[CH:23][CH:22]=2)[N:16]([CH2:15][C:14]([OH:13])([CH3:40])[CH3:41])[N:17]=[CH:18]3)[S:27]([C:30]2[CH:31]=[CH:32][C:33]([C:34]([O:36][CH3:37])=[O:35])=[CH:38][CH:39]=2)(=[O:29])=[O:28])=[N:3][CH:4]=[C:5]([C:9]([F:12])([F:11])[F:10])[CH:6]=1. Reported procedure: The titled compound was prepared according to the procedure described in step-2 of Example 1 from 2,3-dichloro-5-(trifluoromethyl)pyridine and methyl 4-(N-((1-(2-hydroxy-2-methylpropyl)-1H-indazol-5-yl)methyl)sulfamoyl)benzoate (step-3 of Example 22).